Dataset: the Open Reaction Database (ORD), a public repository of structured organic reaction records. Task: describe an organic reaction: reactants, conditions, products, and yield The reactants are FC(COC1=C(C=CC=C1)N1CCN(CC1)CCCN1C(NC=C(C1=O)C)=O)(F)F (3-(3-{4-[2-(2,2,2-trifluoroethoxy)phenyl]piperazin-1-yl}propyl)-5-methyl-2,4(1H,3H)-pyrimidinedione), CC1=CC=C(CCl)C=C1 (4-methylbenzyl chloride). Yields the product Cl.FC(COC1=C(C=CC=C1)N1CCN(CC1)CCCN1C(N(C=C(C1=O)C)CC1=CC=C(C=C1)C)=O)(F)F (3-(3-{4-[2-(2,2,2-trifluoroethoxy)phenyl]piperazin-1-yl}propyl)-1-(4-methylbenzyl)-5-methyl-2,4(1H,3H)-pyrimidinedione hydrochloride). Reaction SMILES: [F:1][C:2]([F:30])([F:29])[CH2:3][O:4][C:5]1[CH:10]=[CH:9][CH:8]=[CH:7][C:6]=1[N:11]1[CH2:16][CH2:15][N:14]([CH2:17][CH2:18][CH2:19][N:20]2[C:25](=[O:26])[C:24]([CH3:27])=[CH:23][NH:22][C:21]2=[O:28])[CH2:13][CH2:12]1.[CH3:31][C:32]1[CH:39]=[CH:38][C:35]([CH2:36][Cl:37])=[CH:34][CH:33]=1>>[ClH:37].[F:30][C:2]([F:29])([F:1])[CH2:3][O:4][C:5]1[CH:10]=[CH:9][CH:8]=[CH:7][C:6]=1[N:11]1[CH2:12][CH2:13][N:14]([CH2:17][CH2:18][CH2:19][N:20]2[C:25](=[O:26])[C:24]([CH3:27])=[CH:23][N:22]([CH2:31][C:32]3[CH:39]=[CH:38][C:35]([CH3:36])=[CH:34][CH:33]=3)[C:21]2=[O:28])[CH2:15][CH2:16]1 |f:2.3|. Reported procedure: substituting 3-(3-{4-[2-(2,2,2-trifluoroethoxy)phenyl]piperazin-1-yl}propyl)-5-methyl-2,4(1H,3H)-pyrimidinedione and 4-methylbenzyl chloride gave 3-(3-{4-[2-(2,2,2-trifluoroethoxy)phenyl]piperazin-1-yl}propyl)-1-(4-methylbenzyl)-5-methyl-2,4(1H,3H)-pyrimidinedione hydrochloride, m.p. 141°-143° C.; Anal.: Calcd. for C28H33F3N4O3.(HCl)2 : C, 55.89; H, 5.99; N, 9.12%; Found: C, 56.18; H, 5.99; N, 9.31%. Reactants: CC#N, C[Si](C)(C)Cl, [I-], [Na+], COC(=O)CC1(O)CCn2c1cc1c(SC)nccc12. Yields the product COC(=O)CC1CCn2c1cc1c(SC)nccc12. RXN SMILES: [CH3:28][C:29]#[N:30].[CH3:3][Si:4]([Cl:5])([CH3:6])[CH3:7].[I-:1].[Na+:2].[OH:8][C:9]1([CH2:23][C:24](=[O:25])[O:26][CH3:27])[CH2:10][CH2:11][n:12]2[c:13]3[c:14]([cH:15][c:16]21)[c:17]([S:21][CH3:22])[n:18][cH:19][cH:20]3>>[CH:9]1([CH2:23][C:24](=[O:25])[O:26][CH3:27])[CH2:10][CH2:11][n:12]2[c:13]3[c:14]([cH:15][c:16]21)[c:17]([S:21][CH3:22])[n:18][cH:19][cH:20]3. Yields the product C1=CN=C(C=N1)C(=O)CCN(CCO)CCO (N,N-bis(2-hydroxyethyl)aminoethyl-2-pyrazylketone). Reported procedure: 1-acetylpyrazine (122 mg), diethanol amine (105 mg), and paraformaldehyde (39 mg) were reacted in dioxane (0.2 ml) at 130° C. for 2 hours. As a reaction SMILES: C([N:4]1[CH:9]=[CH:8][N:7]=[CH:6][CH2:5]1)(=O)C.[NH:10]([CH2:14][CH2:15][OH:16])[CH2:11][CH2:12][OH:13].[CH2:17]=O.O1[CH2:24][CH2:23][O:22]CC1>>[CH:5]1[N:4]=[CH:9][C:8]([C:23]([CH2:24][CH2:17][N:10]([CH2:14][CH2:15][OH:16])[CH2:11][CH2:12][OH:13])=[O:22])=[N:7][CH:6]=1. Starting materials: C(C)(=O)N1CC=NC=C1 (1-acetylpyrazine), N(CCO)CCO (diethanol amine), C=O (paraformaldehyde), O1CCOCC1 (dioxane). Starting materials: C(CCC=C)[Mg]Br (4-pentenylmagnesium bromide), bis-tosylate, C(CCCCO)O (1,5-pentanediol). Product: C=CCCCCCCCCCCCC=C (1,14-pentadecadiene). Yield: 81.0%. Reaction SMILES: [CH2:1]([Mg]Br)[CH2:2][CH2:3][CH:4]=[CH2:5].[CH2:8](O)[CH2:9][CH2:10][CH2:11][CH2:12]O>>[CH2:5]=[CH:4][CH2:3][CH2:2][CH2:1][CH2:8][CH2:9][CH2:10][CH2:11][CH2:12][CH2:5][CH2:4][CH2:3][CH:2]=[CH2:1]. Reported procedure: The copper catalyzed coupling reaction of a Grignard reagent with an organic halide, which is commonly referred to as a halide displacement reaction, was first reported in 1971 by Kochi and Tamura (J. Am. Chem. Soc. 1971, 93, 1487, Synthesis 1971, 303, J. Organomet. Chem. 1972, 42, 205). In the Synthesis paper the authors reported the coupling reaction of n-butylmagnesium bromide with n-hexyl bromide in the presence of dilithiumtetrachlorocuprate (Li2CuCl4). Since that report the use of Li2CuCl4... Starting materials: CCOC(C)=O, CCCCCC, NCCO, Cc1c(CCCO)c2c(c(C)c1NC(=O)OCC(Cl)(Cl)Cl)C(c1ccc(C(C)C)cc1)CO2. The product is Cc1c(CCCO)c2c(c(C)c1NC(=O)NCCO)C(c1ccc(C(C)C)cc1)CO2. RXN SMILES: [C:38]([O:39][CH2:40][CH3:41])(=[O:42])[CH3:43].[CH3:44][CH2:45][CH2:46][CH2:47][CH2:48][CH3:49].[NH2:34][CH2:35][CH2:36][OH:37].[OH:1][CH2:2][CH2:3][CH2:4][c:5]1[c:6]([CH3:33])[c:7]([NH:24][C:25]([O:26][CH2:27][C:28]([Cl:29])([Cl:30])[Cl:31])=[O:32])[c:8]([CH3:23])[c:9]2[c:13]1[O:12][CH2:11][CH:10]2[c:14]1[cH:15][cH:16][c:17]([CH:20]([CH3:21])[CH3:22])[cH:18][cH:19]1>>[OH:1][CH2:2][CH2:3][CH2:4][c:5]1[c:6]([CH3:33])[c:7]([NH:24][C:25](=[O:32])[NH:34][CH2:35][CH2:36][OH:37])[c:8]([CH3:23])[c:9]2[c:13]1[O:12][CH2:11][CH:10]2[c:14]1[cH:15][cH:16][c:17]([CH:20]([CH3:21])[CH3:22])[cH:18][cH:19]1. The reactants are C1CCOC1, CO, COC(=O)c1cncc(Cl)c1Nc1cc(=O)oc2c(OC3CCCC3)c(OC)ccc12, [Li+], [OH-]. The product is COc1ccc2c(Nc3c(Cl)cncc3C(=O)O)cc(=O)oc2c1OC1CCCC1. As a reaction SMILES: [CH2:36]1[O:37][CH2:38][CH2:39][CH2:40]1.[CH3:34][OH:35].[Cl:3][c:4]1[cH:5][n:6][cH:7][c:8]([C:9](=[O:10])[O:11][CH3:12])[c:13]1[NH:14][c:15]1[cH:16][c:17](=[O:33])[o:18][c:19]2[c:20]([O:27][CH:28]3[CH2:29][CH2:30][CH2:31][CH2:32]3)[c:21]([O:25][CH3:26])[cH:22][cH:23][c:24]12.[Li+:1].[OH-:2]>>[Cl:3][c:4]1[cH:5][n:6][cH:7][c:8]([C:9](=[O:10])[OH:11])[c:13]1[NH:14][c:15]1[cH:16][c:17](=[O:33])[o:18][c:19]2[c:20]([O:27][CH:28]3[CH2:29][CH2:30][CH2:31][CH2:32]3)[c:21]([O:25][CH3:26])[cH:22][cH:23][c:24]12.